From a dataset of the Open Reaction Database (ORD), a public repository of structured organic reaction records. describe an organic reaction: reactants, conditions, products, and yield Reactants: CC(=O)OC(C)=O, [Na+], COCOc1ccc(C=CC(=O)c2c(OCOC)cc(OCOC)c(CC=C(C)C)c2O)cc1, O=C([O-])O, c1ccncc1. The product is COCOc1ccc(C=CC(=O)c2c(OCOC)cc(OCOC)c(CC=C(C)C)c2OC(C)=O)cc1. As a reaction SMILES: [CH3:35][C:36](=[O:37])[O:38][C:39](=[O:40])[CH3:41].[Na+:42].[OH:1][c:2]1[c:3]([C:4]([CH:5]=[CH:6][c:7]2[cH:8][cH:9][c:10]([O:13][CH2:14][O:15][CH3:16])[cH:11][cH:12]2)=[O:17])[c:18]([O:31][CH2:32][O:33][CH3:34])[cH:19][c:20]([O:27][CH2:28][O:29][CH3:30])[c:21]1[CH2:22][CH:23]=[C:24]([CH3:25])[CH3:26].[OH:43][C:44](=[O:45])[O-:46].[cH:47]1[cH:48][cH:49][n:50][cH:51][cH:52]1>>[O:1]([c:2]1[c:3]([C:4]([CH:5]=[CH:6][c:7]2[cH:8][cH:9][c:10]([O:13][CH2:14][O:15][CH3:16])[cH:11][cH:12]2)=[O:17])[c:18]([O:31][CH2:32][O:33][CH3:34])[cH:19][c:20]([O:27][CH2:28][O:29][CH3:30])[c:21]1[CH2:22][CH:23]=[C:24]([CH3:25])[CH3:26])[C:36]([CH3:35])=[O:37].